The task is: describe an organic reaction: reactants, conditions, products, and yield. This data is from the Open Reaction Database (ORD), a public repository of structured organic reaction records. Reaction SMILES: [CH3:59][N:60]([c:61]1[cH:62][cH:63][n:64][cH:65][cH:66]1)[CH3:67].[CH:37]1([N:38]=[C:39]=[N:40][CH:41]2[CH2:42][CH2:43][CH2:44][CH2:45][CH2:46]2)[CH2:47][CH2:48][CH2:49][CH2:50][CH2:51]1.[Cl:1][c:2]1[cH:3][cH:4][c:5](-[c:7]2[cH:8][c:9]([CH2:12][n:13]3[c:14]([C:25]([NH:26][CH:27]4[CH2:28][CH2:29][N:30]([CH:33]([CH3:34])[CH3:35])[CH2:31][CH2:32]4)=[O:36])[n:15][c:16]4[c:17]3[cH:18][c:19]([C:22](=[O:23])[OH:24])[cH:20][cH:21]4)[n:10][o:11]2)[s:6]1.[Cl:56][CH2:57][Cl:58].[OH:52][CH2:53][CH2:54][OH:55]>>[Cl:1][c:2]1[cH:3][cH:4][c:5](-[c:7]2[cH:8][c:9]([CH2:12][n:13]3[c:14]([C:25]([NH:26][CH:27]4[CH2:28][CH2:29][N:30]([CH:33]([CH3:34])[CH3:35])[CH2:31][CH2:32]4)=[O:36])[n:15][c:16]4[c:17]3[cH:18][c:19]([C:22]([O:23][CH2:54][CH2:53][OH:52])=[O:24])[cH:20][cH:21]4)[n:10][o:11]2)[s:6]1. Reactants: CN(C)c1ccncc1, C(=NC1CCCCC1)=NC1CCCCC1, CC(C)N1CCC(NC(=O)c2nc3ccc(C(=O)O)cc3n2Cc2cc(-c3ccc(Cl)s3)on2)CC1, ClCCl, OCCO. Yields the product CC(C)N1CCC(NC(=O)c2nc3ccc(C(=O)OCCO)cc3n2Cc2cc(-c3ccc(Cl)s3)on2)CC1. Starting materials: C, Nc1ncnc2c1c(-c1ccc(OCc3ccccc3)cc1)cn2-c1cccc(OCCn2ccnc2)c1, C1CCOC1, CCO, [H][H], [Pd]. The product is Nc1ncnc2c1c(-c1ccc(O)cc1)cn2-c1cccc(OCCn2ccnc2)c1. RXN SMILES: [C:49].[CH2:1]([c:2]1[cH:3][cH:4][cH:5][cH:6][cH:7]1)[O:8][c:9]1[cH:10][cH:11][c:12](-[c:15]2[cH:16][n:17](-[c:25]3[cH:26][c:27]([O:31][CH2:32][CH2:33][n:34]4[cH:35][n:36][cH:37][cH:38]4)[cH:28][cH:29][cH:30]3)[c:18]3[n:19][cH:20][n:21][c:22]([NH2:24])[c:23]23)[cH:13][cH:14]1.[CH2:44]1[O:45][CH2:46][CH2:47][CH2:48]1.[CH3:41][CH2:42][OH:43].[H:39][H:40].[Pd:50]>>[OH:8][c:9]1[cH:10][cH:11][c:12](-[c:15]2[cH:16][n:17](-[c:25]3[cH:26][c:27]([O:31][CH2:32][CH2:33][n:34]4[cH:35][n:36][cH:37][cH:38]4)[cH:28][cH:29][cH:30]3)[c:18]3[n:19][cH:20][n:21][c:22]([NH2:24])[c:23]23)[cH:13][cH:14]1.